Dataset: the Open Reaction Database (ORD), a public repository of structured organic reaction records. Task: describe an organic reaction: reactants, conditions, products, and yield Starting materials: C1CCOC1, C[Si](C)(C)[N-][Si](C)(C)C, COc1ccc(CN(Cc2ccc(OC)cc2)c2nc(C)nc(-c3cc(Cl)cnc3F)n2)cc1, [Li+], CC(C)(C)OC(=O)Nc1ccc(N)cn1, O. The product is COc1ccc(CN(Cc2ccc(OC)cc2)c2nc(C)nc(-c3cc(Cl)cnc3Nc3ccc(NC(=O)OC(C)(C)C)nc3)n2)cc1. RXN SMILES: [CH2:61]1[O:62][CH2:63][CH2:64][CH2:65]1.[CH3:51][Si:52]([N-:53][Si:54]([CH3:55])([CH3:56])[CH3:57])([CH3:58])[CH3:59].[Cl:1][c:2]1[cH:3][c:4](-[c:9]2[n:10][c:11]([N:16]([CH2:17][c:18]3[cH:19][cH:20][c:21]([O:24][CH3:25])[cH:22][cH:23]3)[CH2:26][c:27]3[cH:28][cH:29][c:30]([O:33][CH3:34])[cH:31][cH:32]3)[n:12][c:13]([CH3:15])[n:14]2)[c:5]([F:8])[n:6][cH:7]1.[Li+:50].[NH2:35][c:36]1[cH:37][cH:38][c:39]([NH:42][C:43]([O:44][C:45]([CH3:46])([CH3:47])[CH3:48])=[O:49])[n:40][cH:41]1.[OH2:60]>>[Cl:1][c:2]1[cH:3][c:4](-[c:9]2[n:10][c:11]([N:16]([CH2:17][c:18]3[cH:19][cH:20][c:21]([O:24][CH3:25])[cH:22][cH:23]3)[CH2:26][c:27]3[cH:28][cH:29][c:30]([O:33][CH3:34])[cH:31][cH:32]3)[n:12][c:13]([CH3:15])[n:14]2)[c:5]([NH:35][c:36]2[cH:37][cH:38][c:39]([NH:42][C:43]([O:44][C:45]([CH3:46])([CH3:47])[CH3:48])=[O:49])[n:40][cH:41]2)[n:6][cH:7]1. Reactants: C-1. 4-Oxo-4-(4-pyridinyl)butanenitrile, C(C=C)#N (acrylonitrile), [C-]#N.[Na+] (sodium cyanide), N1=CC=C(C=C1)C=O (4-pyridinecarboxaldehyde). The solvent is C(C)#N (acetonitrile), C(C)#N (acetonitrile), C(C)#N (acetonitrile). Run at time 8 hour. The product is O=C(CCC#N)C1=CC=NC=C1 (4-oxo-4-(4-pyridinyl)butanenitrile). Reaction SMILES: [C-]#N.[Na+].[N:4]1[CH:9]=[CH:8][C:7]([CH:10]=[O:11])=[CH:6][CH:5]=1.[C:12](#[N:15])[CH:13]=[CH2:14]>C(#N)C>[O:11]=[C:10]([C:7]1[CH:8]=[CH:9][N:4]=[CH:5][CH:6]=1)[CH2:14][CH2:13][C:12]#[N:15] |f:0.1|. Procedure details: C-1. 4-Oxo-4-(4-pyridinyl)butanenitrile--To a stirred mixture containing 29.4 g. of sodium cyanide and 500 ml. of acetonitrile, after stirring said mixture for ten minutes, was added dropwise over a period of three hours a solution containing 64.2 g. of 4-pyridinecarboxaldehyde in 500 ml. of acetonitrile and the resulting mixture was stirred at room temperature for one hour. To the stirred mixture was added slowly over a period of one hour a solution of 24.5 g. of acrylonitrile in 200 ml. of ace...